Dataset: the Open Reaction Database (ORD), a public repository of structured organic reaction records. Task: describe an organic reaction: reactants, conditions, products, and yield Reactants: C(C1=CC=CC=C1)(=O)OC[C@H]1OC([C@](C1(C)OC(C)=O)(C)F)N1C2=NC=NC(=C2N=C1)NC1CCCCCC1 (((2R,4R)-3-acetoxy-5-(6-(cycloheptylamino)-9H-purin-9-yl)-4-fluoro-3,4-dimethyltetrahydrofuran-2-yl)methyl benzoate). The solvent is O (water). Yields the product C1(CCCCCC1)NC1=C2N=CN(C2=NC=N1)C1[C@](C([C@H](O1)CO)(O)C)(C)F ((2R,4R)-5-(6-(cycloheptylamino)-9H-purin-9-yl)-4-fluoro-2-(hydroxymethyl)-3,4-dimethyl tetrahydrofuran-3-ol). Isolated yield 78.6%. As a reaction SMILES: C([O:9][CH2:10][C@@H:11]1[C:15]([O:17]C(=O)C)([CH3:16])[C@:14]([F:22])([CH3:21])[CH:13]([N:23]2[CH:31]=[N:30][C:29]3[C:24]2=[N:25][CH:26]=[N:27][C:28]=3[NH:32][CH:33]2[CH2:39][CH2:38][CH2:37][CH2:36][CH2:35][CH2:34]2)[O:12]1)(=O)C1C=CC=CC=1>O>[CH:33]1([NH:32][C:28]2[N:27]=[CH:26][N:25]=[C:24]3[C:29]=2[N:30]=[CH:31][N:23]3[CH:13]2[O:12][C@H:11]([CH2:10][OH:9])[C:15]([CH3:16])([OH:17])[C@:14]2([F:22])[CH3:21])[CH2:34][CH2:35][CH2:36][CH2:37][CH2:38][CH2:39]1. Reported procedure: A solution of ((2R,4R)-3-acetoxy-5-(6-(cycloheptylamino)-9H-purin-9-yl)-4-fluoro-3,4-dimethyltetrahydrofuran-2-yl)methyl benzoate (about 0.3 g, 0.55 mmol) in methanolicammonia (25% w/w 10 ml) was stirred at room temperature for overnight. Completion of the reaction mixture monitored by thin-layer chromatography, water added to the reaction mixture and the aqueous layer was extracted with ethyl acetate and the combined organic layers were washed with brine and dried over sodium sulphate. Concentr... Reactants: ClC=1C=C2CCC(C2=C(C1)Cl)N (5,7-dichloro-2,3-dihydro-1H-inden-1-amine), BrC=1C=CC=C2CCC(C12)=O (7-bromo-1-indanone). The product is BrC=1C=CC=C2CCC(C12)N (7-bromo-2,3-dihydro-1H-inden-1-amine). RXN SMILES: Cl[C:2]1[CH:3]=[C:4]2[C:8](=[C:9](Cl)[CH:10]=1)[CH:7]([NH2:12])[CH2:6][CH2:5]2.[Br:13]C1C=CC=C2C=1C(=O)CC2>>[Br:13][C:9]1[CH:10]=[CH:2][CH:3]=[C:4]2[C:8]=1[CH:7]([NH2:12])[CH2:6][CH2:5]2. Reported procedure: This compound was prepared using a method analogous to that of 5,7-dichloro-2,3-dihydro-1H-inden-1-amine (A.2.13), 7-bromo-1-indanone replacing 5,7-dichloro-1-indanone. Reactants: CO, CCOC(=O)c1ccc(NC(=O)CC(C[N+](=O)[O-])c2ccccc2)cc1. Yields the product CCOC(=O)c1ccc(NC(=O)CC(CN)c2ccccc2)cc1. Reaction SMILES: [CH3:27][OH:28].[N+:1]([O-:2])(=[O:3])[CH2:4][CH:5]([CH2:6][C:7](=[O:8])[NH:9][c:10]1[cH:11][cH:12][c:13]([C:14](=[O:15])[O:16][CH2:17][CH3:18])[cH:19][cH:20]1)[c:21]1[cH:22][cH:23][cH:24][cH:25][cH:26]1>>[NH2:1][CH2:4][CH:5]([CH2:6][C:7](=[O:8])[NH:9][c:10]1[cH:11][cH:12][c:13]([C:14](=[O:15])[O:16][CH2:17][CH3:18])[cH:19][cH:20]1)[c:21]1[cH:22][cH:23][cH:24][cH:25][cH:26]1. The reactants are CCOC(=O)[C@H](CCC1=CC=CC=C1)N[C@@H](C)C(=O)N2CCC[C@H]2C(=O)O.C(=C\C(=O)O)\C(=O)O (enalapril hydrogen maleate), cellulose, starch, C(CCCCCCCCCCCCCCCCC)/C(/C(=O)[O-])=C\C(=O)[O-].[Na+].[Na+] (sodium stearylfumarate), mixture. Yields the product CCOC(=O)[C@H](CCC=1C=CC=CC1)N[C@@H](C)C(=O)N2CCC[C@H]2C(=O)O (enalapril). As a reaction SMILES: [CH3:1][CH2:2][O:3][C:4]([C@@H:6]([NH:15][C@H:16]([C:18]([N:20]1[C@H:24]([C:25]([OH:27])=[O:26])[CH2:23][CH2:22][CH2:21]1)=[O:19])[CH3:17])[CH2:7][CH2:8][C:9]1[CH:14]=[CH:13][CH:12]=[CH:11][CH:10]=1)=[O:5].C(/C(O)=O)=C/C(O)=O.C(/C(=C\C([O-])=O)/C([O-])=O)CCCCCCCCCCCCCCCCC.[Na+].[Na+]>>[CH3:1][CH2:2][O:3][C:4]([C@@H:6]([NH:15][C@H:16]([C:18]([N:20]1[C@H:24]([C:25]([OH:27])=[O:26])[CH2:23][CH2:22][CH2:21]1)=[O:19])[CH3:17])[CH2:7][CH2:8][C:9]1[CH:10]=[CH:11][CH:12]=[CH:13][CH:14]=1)=[O:5] |f:0.1,2.3.4|. Reported procedure: 29.4 g of 85% pure enalapril hydrogen maleate (contains 15% HPMC as film coating as in Example 9), 480 g of microcrystalline cellulose and 480.6 g of modified free-flowing starch are mixed. In a second step, 10 g of sodium stearylfumarate are mixed into this mixture. 1 kg of this mixture is compressed directly, without other granulation steps, to tablets having a final weight of 100 mg. The reactants are C(=O)(N1C=NC=C1)N1C=NC=C1 (1.1′-carbonyl-diimidazole), COC=1C=C2C(=CNC2=CC1)CC(=O)O (5-methoxyindole-3-acetic acid), [N+](=O)([O-])C1=CC=C(C=C1)N1CCNCC1 (1-(4-nitrophenyl)piperazine). The solvent is C1CCOC1 (THF), CN(C)C=O (DMF). Conditions: time 1 hour. Yields the product COC=1C=C2C(=CNC2=CC1)CC(=O)N1CCN(CC1)C1=CC=C(C=C1)[N+](=O)[O-] (1-[(5-methoxy-1H-indol-3-yl)methylcarbonyl]-4-(4-nitrophenyl)-piperazine). Isolated yield 91.0%. As a reaction SMILES: C(N1C=CN=C1)(N1C=CN=C1)=O.[CH3:13][O:14][C:15]1[CH:16]=[C:17]2[C:21](=[CH:22][CH:23]=1)[NH:20][CH:19]=[C:18]2[CH2:24][C:25]([OH:27])=O.[N+:28]([C:31]1[CH:36]=[CH:35][C:34]([N:37]2[CH2:42][CH2:41][NH:40][CH2:39][CH2:38]2)=[CH:33][CH:32]=1)([O-:30])=[O:29]>C1COCC1.CN(C=O)C>[CH3:13][O:14][C:15]1[CH:16]=[C:17]2[C:21](=[CH:22][CH:23]=1)[NH:20][CH:19]=[C:18]2[CH2:24][C:25]([N:40]1[CH2:41][CH2:42][N:37]([C:34]2[CH:33]=[CH:32][C:31]([N+:28]([O-:30])=[O:29])=[CH:36][CH:35]=2)[CH2:38][CH2:39]1)=[O:27]. Reported procedure: In a 100 ml flask, 1.62 g (10 mmoles) of 1.1′-carbonyl-diimidazole is added to a solution of 2.05 g (10 mmoles) of 5-methoxyindole-3-acetic acid in 10 ml of THF. After one hour of agitation at ambient temperature, a solution of 1-(4-nitrophenyl)piperazine in 10 ml of DMF is added dropwise. Agitation is continued for 15 hours. The reaction medium is then concentrated under vacuum and the evaporation residue is precipitated from 50 ml of an ethyl acetate/water mixture (1/1). After filtration, the ... The reactants are O=C(Cl)Oc1ccc([N+](=O)[O-])cc1, ClCCl, CC1CN(Cc2ccc(F)cc2)CCN1C(=O)COc1ccc(Cl)cc1N, c1ccncc1. Yields the product CC1CN(Cc2ccc(F)cc2)CCN1C(=O)COc1ccc(Cl)cc1NC(=O)Oc1ccc([N+](=O)[O-])cc1. RXN SMILES: [Cl:34][C:35](=[O:36])[O:37][c:38]1[cH:39][cH:40][c:41]([N+:44](=[O:45])[O-:46])[cH:42][cH:43]1.[Cl:47][CH2:48][Cl:49].[NH2:1][c:2]1[c:3]([O:4][CH2:5][C:6](=[O:7])[N:8]2[CH:9]([CH3:22])[CH2:10][N:11]([CH2:14][c:15]3[cH:16][cH:17][c:18]([F:21])[cH:19][cH:20]3)[CH2:12][CH2:13]2)[cH:23][cH:24][c:25]([Cl:27])[cH:26]1.[cH:28]1[cH:29][cH:30][n:31][cH:32][cH:33]1>>[NH:1]([c:2]1[c:3]([O:4][CH2:5][C:6](=[O:7])[N:8]2[CH:9]([CH3:22])[CH2:10][N:11]([CH2:14][c:15]3[cH:16][cH:17][c:18]([F:21])[cH:19][cH:20]3)[CH2:12][CH2:13]2)[cH:23][cH:24][c:25]([Cl:27])[cH:26]1)[C:35](=[O:36])[O:37][c:38]1[cH:39][cH:40][c:41]([N+:44](=[O:45])[O-:46])[cH:42][cH:43]1. The reactants are C(C)OC(COCCP(=O)(OCC)OCC)=O (ethyl(diethylphosphono)ethoxyacetate), C(C)OC(COC1=CC=C(C=O)C=C1)OCC (4-[(2,2-diethoxy)ethoxy]benzaldehyde), [H-].[Na+] (sodium hydride). Run in C1CCOC1 (THF), C1CCOC1 (THF), C1CCOC1 (THF), C1CCOC1 (THF). Reaction conditions: temperature 15 celsius, time 30 minute. The product is C(C)OC(C(=O)OCC)=CC1=CC=C(C=C1)OCC(OCC)OCC (Ethyl 2-ethoxy-3-[4-[(2,2-diethoxy)ethoxy]phenyl]-2-propenoate). Yield: 87.8%. RXN SMILES: [H-].[Na+].[CH2:3]([O:5][C:6](=[O:19])[CH2:7][O:8][CH2:9][CH2:10]P(OCC)(OCC)=O)[CH3:4].[CH2:20]([O:22][CH:23]([O:34][CH2:35][CH3:36])[CH2:24][O:25][C:26]1[CH:33]=[CH:32][C:29]([CH:30]=O)=[CH:28][CH:27]=1)[CH3:21]>C1COCC1>[CH2:9]([O:8][C:7](=[CH:30][C:29]1[CH:32]=[CH:33][C:26]([O:25][CH2:24][CH:23]([O:34][CH2:35][CH3:36])[O:22][CH2:20][CH3:21])=[CH:27][CH:28]=1)[C:6]([O:5][CH2:3][CH3:4])=[O:19])[CH3:10] |f:0.1|. Procedure details: To a stirred suspension of sodium hydride (756 mg, 32 mmol, 95%) in dry THF (60 mL) was added a solution of ethyl(diethylphosphono)ethoxyacetate (6.20 g, 23.1 mmol) in THF (20 mL) at 0-5° C. dropwise and stirred for 30 min at 5-25° C. To the reaction mixture was added a solution of 4-[(2,2-diethoxy)ethoxy]benzaldehyde (5.0 g, 21.0 mmol) in THF (10 mL) at 25° C. and stirred further for 30 min. After completion of the reaction (TLC monitored), THF was removed and the resultant residue was diluted ...